From a dataset of the Open Reaction Database (ORD), a public repository of structured organic reaction records. describe an organic reaction: reactants, conditions, products, and yield The reactants are CCCN, C#C[Si](C)(C)C, CC(C)(C)[Si](C)(C)C#CC=CCl, I[Cu]I. Yields the product CC(C)(C)[Si](C)(C)C#CC=CC#C[Si](C)(C)C. As a reaction SMILES: [CH2:19]([NH2:20])[CH2:21][CH3:22].[CH3:13][Si:14]([CH3:15])([CH3:16])[C:17]#[CH:18].[Cl:1][CH:2]=[CH:3][C:4]#[C:5][Si:6]([CH3:7])([CH3:8])[C:9]([CH3:10])([CH3:11])[CH3:12].[Cu:23]([I:24])[I:25]>>[CH:2](=[CH:3][C:4]#[C:5][Si:6]([CH3:7])([CH3:8])[C:9]([CH3:10])([CH3:11])[CH3:12])[C:18]#[C:17][Si:14]([CH3:13])([CH3:15])[CH3:16]. The reactants are [BH4-].[Na+] (sodium borohydride), ClC1=C(C=CC=C1)C1C(=CNC(=C1C(=O)OCC)C=O)C(=O)OC (methyl 4-(2-chlorophenyl)-5-ethoxycarbonyl-6-formyl-1,4-dihydropyridine-3-carboxylate), Cl (hydrochloric acid). The solvent is C(C)O (ethanol). Conditions: time 50 minute. The product is ClC1=C(C=CC=C1)C1C(=CNC(=C1C(=O)OCC)CO)C(=O)OC (methyl 4-(2-chlorophenyl)-5-ethoxycarbonyl-6-hydroxymethyl-1,4-dihydropyridine-3-carboxylate). Yield: 55.6%. As a reaction SMILES: [Cl:1][C:2]1[CH:7]=[CH:6][CH:5]=[CH:4][C:3]=1[CH:8]1[C:13]([C:14]([O:16][CH2:17][CH3:18])=[O:15])=[C:12]([CH:19]=[O:20])[NH:11][CH:10]=[C:9]1[C:21]([O:23][CH3:24])=[O:22].[BH4-].[Na+].Cl>C(O)C>[Cl:1][C:2]1[CH:7]=[CH:6][CH:5]=[CH:4][C:3]=1[CH:8]1[C:13]([C:14]([O:16][CH2:17][CH3:18])=[O:15])=[C:12]([CH2:19][OH:20])[NH:11][CH:10]=[C:9]1[C:21]([O:23][CH3:24])=[O:22] |f:1.2|. Procedure: To a mixture of powder (329 mg) of methyl 4-(2-chlorophenyl)-5-ethoxycarbonyl-6-formyl-1,4-dihydropyridine-3-carboxylate in ethanol (10 ml) was added sodium borohydride (25.11 mg) under ice-cooling. After further stirring for 50 minutes, the mixture was adjusted to pH 4 to 5 with dilute hydrochloric acid. After removal of the ethanol, water was added to the residue, which was extracted with ethyl acetate. The ethyl acetate layer was washed with water and dried and the residual crystals (about 28... Starting materials: CCCC(=O)c1c[nH]c2c(OC)csc2c1=O, [Na+], [OH-], O, O=P(Cl)(Cl)Cl. The product is CCCC(=O)c1cnc2c(OC)csc2c1Cl. As a reaction SMILES: [CH3:1][O:2][c:3]1[cH:4][s:5][c:6]2[c:7]1[nH:8][cH:9][c:10]([C:13]([CH2:14][CH2:15][CH3:16])=[O:17])[c:11]2=[O:12].[Na+:24].[OH-:23].[OH2:25].[P:18]([Cl:19])([Cl:20])([Cl:21])=[O:22]>>[CH3:1][O:2][c:3]1[cH:4][s:5][c:6]2[c:7]1[n:8][cH:9][c:10]([C:13]([CH2:14][CH2:15][CH3:16])=[O:17])[c:11]2[Cl:20]. Procedure details: To 40 ml of absolute ethanol was added 1.38 g (.060 gram atom) metallic sodium. When the reaction was completed 10.2 g ( b .060 mole) of 3-acetylmercaptocycloheptane in 20 ml of absolute ethanol was added and the reaction mixture was brought up to reflux for 15 minutes. The solution was then cooled to 0° and 7.98 g (.060 mole) of 1-nitro-2-acetoxyethane in 20 ml absolute ethanol was added. The reaction was allowed to proceed for 3.0 hours at 0° and then was partitioned between lN HC1 and methyle... The solvent is C(C)O (ethanol), C(C)O (ethanol), C(C)O (ethanol). Reaction SMILES: [Na].[C:2]([S:5][CH:6]1[CH2:12][CH2:11][CH2:10][CH2:9][CH2:8][CH2:7]1)(=O)[CH3:3].[N+:13](CCOC(=O)C)([O-:15])=[O:14]>C(O)C>[N+:13]([CH2:3][CH2:2][S:5][CH:6]1[CH2:12][CH2:11][CH2:10][CH2:9][CH:8]=[CH:7]1)([O-:15])=[O:14] |^1:0|. Run at time 3 hour. Yields the product [N+](=O)([O-])CCSC1C=CCCCC1 (3-[2-nitroethylthio]cycloheptene). Isolated yield 99.4%. Starting materials: [Na] (sodium), C(C)(=O)SC1CCCCCC1 (3-acetylmercaptocycloheptane), [N+](=O)([O-])CCOC(C)=O (1-nitro-2-acetoxyethane). Reactants: C(C1=CC=CC=C1)NC (N-benzyl-N-methylamine), P(=S)(Cl)(Cl)Cl (thiophosphoryl chloride). The solvent is CCOCC (ether), CCOCC (ether). Run at temperature 0 celsius, time 30 minute. The product is C(C1=CC=CC=C1)N(P(=S)(Cl)Cl)C (N-Benzyl-N-methylthiophosphoramidic Dichloride). Isolated yield 35.0%. RXN SMILES: [CH2:1]([NH:8][CH3:9])[C:2]1[CH:7]=[CH:6][CH:5]=[CH:4][CH:3]=1.[P:10](Cl)([Cl:13])([Cl:12])=[S:11]>CCOCC>[CH2:1]([N:8]([CH3:9])[P:10]([Cl:13])([Cl:12])=[S:11])[C:2]1[CH:7]=[CH:6][CH:5]=[CH:4][CH:3]=1. Procedure details: A solution of N-benzyl-N-methylamine (2.81 g, 0.32 mol) in 47 mL of ether was added dropwise with stirring to 78.6 g (0.47 mol) of thiophosphoryl chloride in 375 mL of ether at 0° C. under an argon atmosphere. After the addition was complete, the resultant slurry was stirred for 30 min at 0° C., and then for 1 h at 25° C. The amine hydrochloride was removed by filtration and the solvent was concentrated at reduced pressure to provide 28.5 g (92.5%) of a red colored oil. Reactants: C(=O)(OC(C)(C)C)N[C@H]1CNCC1 ((3R)-3-(Bocamino)pyrrolidine), C(C)(=O)[O-].[Na+] (Sodium acetate), C(#N)[BH3-].[Na+] (Sodium cyanoborohydride), C(C)(=O)O (acetic acid), C(O)([O-])=O.[Na+] (sodium hydrogen carbonate). The solvent is C=O (formaldehyde). Run at time 3 hour. Yields the product N (ammonia), CN1C[C@@H](CC1)NC(OC(C)(C)C)=O (tert-butyl N-[(3R)-1-methylpyrrolidin-3-yl]carbamate). Isolated yield 2.5%. Reaction SMILES: [C:1]([NH:8][C@@H:9]1[CH2:13][CH2:12][NH:11][CH2:10]1)([O:3][C:4]([CH3:7])([CH3:6])[CH3:5])=[O:2].[C:14](O)(=O)C.C([O-])(=O)C.[Na+].C([BH3-])#N.[Na+].C(=O)([O-])O.[Na+]>C=O>[NH3:8].[CH3:14][N:11]1[CH2:12][CH2:13][C@@H:9]([NH:8][C:1](=[O:2])[O:3][C:4]([CH3:7])([CH3:6])[CH3:5])[CH2:10]1 |f:2.3,4.5,6.7|. Procedure: (3R)-3-(Bocamino)pyrrolidine (Fluorochem; 2.5 g, 13.42 mmol) was dissolved in 37% aqueous formaldehyde (78 mL) and acetic acid (8.5 mL, 134.23 mmol). Sodium acetate (11.0 g, 134.23 mmol) was added and the mixture cooled in an ice/water bath. Sodium cyanoborohydride (844 mg, 13.42 mmol) was added and the mixture allowed to stir for 3 hours. Saturated aqueous sodium hydrogen carbonate was added until the mixture was basic. The mixture was extracted with DCM (×2) and the combined extracts dried (Mg... Reactants: O=C([O-])[O-], CN(C)C=O, O=C1Nc2cnc(Cl)nc2N(C2CCC2)CC1(F)F, [Cs+], [Cs+], CI, O. The product is CN1C(=O)C(F)(F)CN(C2CCC2)c2nc(Cl)ncc21. As a reaction SMILES: [C:25](=[O:26])([O-:27])[O-:28].[CH3:20][N:21]([CH3:22])[CH:23]=[O:24].[Cl:1][c:2]1[n:3][cH:4][c:5]2[c:6]([n:19]1)[N:7]([CH:15]1[CH2:16][CH2:17][CH2:18]1)[CH2:8][C:9]([F:13])([F:14])[C:10](=[O:12])[NH:11]2.[Cs+:29].[Cs+:30].[I:31][CH3:32].[OH2:33]>>[Cl:1][c:2]1[n:3][cH:4][c:5]2[c:6]([n:19]1)[N:7]([CH:15]1[CH2:16][CH2:17][CH2:18]1)[CH2:8][C:9]([F:13])([F:14])[C:10](=[O:12])[N:11]2[CH3:20]. Starting materials: CCOC(=O)c1ccc2c(C(=O)NCc3ccc(F)c(F)c3)c(C(C)C)n(Cc3ccccn3)c2c1, CCO, [Na+], [OH-], O. Product: CC(C)c1c(C(=O)NCc2ccc(F)c(F)c2)c2ccc(C(=O)O)cc2n1Cc1ccccn1. As a reaction SMILES: [CH2:1]([CH3:2])[O:3][C:4](=[O:5])[c:6]1[cH:7][cH:8][c:9]2[c:10]([C:25]([NH:26][CH2:27][c:28]3[cH:29][c:30]([F:35])[c:31]([F:34])[cH:32][cH:33]3)=[O:36])[c:11]([CH:22]([CH3:23])[CH3:24])[n:12]([CH2:15][c:16]3[n:17][cH:18][cH:19][cH:20][cH:21]3)[c:13]2[cH:14]1.[CH3:40][CH2:41][OH:42].[Na+:38].[OH-:37].[OH2:39]>>[O:3]=[C:4]([OH:5])[c:6]1[cH:7][cH:8][c:9]2[c:10]([C:25]([NH:26][CH2:27][c:28]3[cH:29][c:30]([F:35])[c:31]([F:34])[cH:32][cH:33]3)=[O:36])[c:11]([CH:22]([CH3:23])[CH3:24])[n:12]([CH2:15][c:16]3[n:17][cH:18][cH:19][cH:20][cH:21]3)[c:13]2[cH:14]1. The reactants are C(C)(C)C1=C(N)C(=CC=C1)C(C)C (2,6-diisopropylaniline), ClN1C(CCC1=O)=O (N-chlorosuccinimide), O (water). The solvent is CN(C=O)C (N,N-dimethylformamide). Run at time 8 hour. Product: ClC1=CC(=C(N)C(=C1)C(C)C)C(C)C (4-Chloro-2,6-diisopropyaniline). The yield is 57.0%. RXN SMILES: [CH:1]([C:4]1[CH:10]=[CH:9][CH:8]=[C:7]([CH:11]([CH3:13])[CH3:12])[C:5]=1[NH2:6])([CH3:3])[CH3:2].[Cl:14]N1C(=O)CCC1=O.O>CN(C)C=O>[Cl:14][C:9]1[CH:10]=[C:4]([CH:1]([CH3:3])[CH3:2])[C:5]([NH2:6])=[C:7]([CH:11]([CH3:13])[CH3:12])[CH:8]=1. Reported procedure: To a stirred solution of 2,6-diisopropylaniline (47 grams) in N,N-dimethylformamide (886 mL) was added N-chlorosuccinimide (37.3 grams) and the mixture was stirred overnight. The resulting dark red solution was poured into water (12 L) and extracted with diethyl ether. The combined ether extracts were washed with water and brine, dried over anhydrous sodium sulfate and concentrated in vacuo. The resulting dark red oil was purified by filtration through silica gel, eluting with 6:1 hexane/methyle... Starting materials: COc1cc(CC(=O)O)ccc1NC(=O)Nc1ccccc1F, CN(C)c1ccncc1, CCOC(C)=O, CNC(C)COc1ccc(C(=O)OC)cc1Cl, CN(C)C=O, On1nnc2ccccc21. Product: COC(=O)c1ccc(OCC(C)N(C)C(=O)Cc2ccc(NC(=O)Nc3ccccc3F)c(OC)c2)c(Cl)c1. As a reaction SMILES: [CH3:1][O:2][c:3]1[cH:4][c:5]([CH2:20][C:21](=[O:22])[OH:23])[cH:6][cH:7][c:8]1[NH:9][C:10](=[O:11])[NH:12][c:13]1[c:14]([F:19])[cH:15][cH:16][cH:17][cH:18]1.[CH3:51][N:52]([c:53]1[cH:54][cH:55][n:56][cH:57][cH:58]1)[CH3:59].[CH3:65][CH2:66][O:67][C:68]([CH3:69])=[O:70].[Cl:24][c:25]1[cH:26][c:27]([C:28](=[O:29])[O:30][CH3:31])[cH:32][cH:33][c:34]1[O:35][CH2:36][CH:37]([CH3:38])[NH:39][CH3:40].[O:60]=[CH:61][N:62]([CH3:63])[CH3:64].[OH:41][n:42]1[c:43]2[c:44]([cH:45][cH:46][cH:47][cH:48]2)[n:49][n:50]1>>[CH3:1][O:2][c:3]1[cH:4][c:5]([CH2:20][C:21](=[O:23])[N:39]([CH:37]([CH2:36][O:35][c:34]2[c:25]([Cl:24])[cH:26][c:27]([C:28](=[O:29])[O:30][CH3:31])[cH:32][cH:33]2)[CH3:38])[CH3:40])[cH:6][cH:7][c:8]1[NH:9][C:10](=[O:11])[NH:12][c:13]1[c:14]([F:19])[cH:15][cH:16][cH:17][cH:18]1.